Dataset: the Open Reaction Database (ORD), a public repository of structured organic reaction records. Task: describe an organic reaction: reactants, conditions, products, and yield Starting materials: [Al], O=C1CCC(=O)N1Br, O=C([O-])[O-], ClC(Cl)(Cl)Cl, [O-][Cl+3]([O-])([O-])O, [K+], [K+], OCCc1ccsc1. The product is OCCc1ccsc1Br. Reaction SMILES: [Al:22].[Br:1][N:2]1[C:3](=[O:4])[CH2:5][CH2:6][C:7]1=[O:8].[C:23](=[O:24])([O-:25])[O-:26].[C:29]([Cl:30])([Cl:31])([Cl:32])[Cl:33].[Cl+3:9]([OH:10])([O-:11])([O-:12])[O-:13].[K+:27].[K+:28].[s:14]1[cH:15][c:16]([CH2:19][CH2:20][OH:21])[cH:17][cH:18]1>>[Br:1][c:15]1[s:14][cH:18][cH:17][c:16]1[CH2:19][CH2:20][OH:21]. The reactants are C(C)OC(CC#N)=O (ethylcyanoacetate), COC1=C(C2=C(C=CCO2)C(=C1)C=O)OC (7,8-dimethoxy-5-formyl-2H-1-benzopyran), N1CCCCC1 (piperidine), O (water). The reagents and catalysts are C(C)(=O)O (acetic acid). The solvent is C1=CC=CC=C1 (benzene). Yields the product C(#N)C(C(=O)OCC)=CC1=CC(=C(C2=C1C=CCO2)OC)OC (Ethyl 2-cyano-3-(7,8-dimethoxy-2H-1-benzopyran-5-yl)propenoate). The yield is 66.9%. As a reaction SMILES: [CH2:1]([O:3][C:4](=[O:8])[CH2:5][C:6]#[N:7])[CH3:2].[CH3:9][O:10][C:11]1[CH:20]=[C:19]([CH:21]=O)[C:14]2[CH:15]=[CH:16][CH2:17][O:18][C:13]=2[C:12]=1[O:23][CH3:24].N1CCCCC1.O>C1C=CC=CC=1.C(O)(=O)C>[C:6]([C:5](=[CH:21][C:19]1[C:14]2[CH:15]=[CH:16][CH2:17][O:18][C:13]=2[C:12]([O:23][CH3:24])=[C:11]([O:10][CH3:9])[CH:20]=1)[C:4]([O:3][CH2:1][CH3:2])=[O:8])#[N:7]. Procedure: A mixture of ethylcyanoacetate (11.3 g, 0.1 mole), 7,8-dimethoxy-5-formyl-2H-1-benzopyran (22.0 g, 0.1 mole), piperidine (1.02 g, 0.01 mole) and acetic acid (0.36 g, 0.006 mole) in benzene (100 mL) was heated at reflux for 5 hr with azeotropic removal of water and allowed to cool. The solution was extracted successively with water (200 mL), 0.5N hydrochloric acid (200 mL), saturated sodium bicarbonate solution (200 mL), H2O (200 mL) and dried over magnesium sulfate. The volatiles were removed un... Starting materials: C1CCOC1, [Cu]I, O=C(NCCCO)c1c[nH]c(=O)cc1Nc1ccc(I)cc1F, CN(C)C=O, C#C[Si](C)(C)C. Yields the product C[Si](C)(C)C#Cc1ccc(Nc2cc(=O)[nH]cc2C(=O)NCCCO)c(F)c1. Reaction SMILES: [CH2:30]1[O:31][CH2:32][CH2:33][CH2:34]1.[Cu:40][I:41].[F:1][c:2]1[c:3]([NH:4][c:5]2[c:6]([C:12](=[O:13])[NH:14][CH2:15][CH2:16][CH2:17][OH:18])[cH:7][nH:8][c:9](=[O:11])[cH:10]2)[cH:19][cH:20][c:21]([I:23])[cH:22]1.[O:35]=[CH:36][N:37]([CH3:38])[CH3:39].[Si:24]([CH3:25])([CH3:26])([CH3:27])[C:28]#[CH:29]>>[F:1][c:2]1[c:3]([NH:4][c:5]2[c:6]([C:12](=[O:13])[NH:14][CH2:15][CH2:16][CH2:17][OH:18])[cH:7][nH:8][c:9](=[O:11])[cH:10]2)[cH:19][cH:20][c:21]([C:29]#[C:28][Si:24]([CH3:25])([CH3:26])[CH3:27])[cH:22]1. Reactants: BrC=1C=CC=2NC3=CC=CC=C3C2C1 (3-bromocarbazole), C1(=CC=CC=C1)N1C2=CC=CC=C2C=2C=C(C=CC12)B(O)O (9-phenylcarbazole-3-boronic acid), C([O-])([O-])=O.[K+].[K+] (potassium carbonate). Reagents/catalysts: C(C)(=O)[O-].[Pd+2].C(C)(=O)[O-] (palladium acetate), CC1=C(C=CC=C1)P(C1=C(C=CC=C1)C)C1=C(C=CC=C1)C (tris(2-methylphenyl)phosphine). Run in C(OC)COC (dimethoxyethane). The product is C1(=CC=CC=C1)N1C2=CC=CC=C2C=2C=C(C=CC12)C=1C=CC=2NC3=CC=CC=C3C2C1 (9-phenyl-9H,9′H-3,3′-bicarbazole). The yield is 63.3%. Reaction SMILES: Br[C:2]1[CH:3]=[CH:4][C:5]2[NH:6][C:7]3[C:12]([C:13]=2[CH:14]=1)=[CH:11][CH:10]=[CH:9][CH:8]=3.[C:15]1([N:21]2[C:33]3[CH:32]=[CH:31][C:30](B(O)O)=[CH:29][C:28]=3[C:27]3[C:22]2=[CH:23][CH:24]=[CH:25][CH:26]=3)[CH:20]=[CH:19][CH:18]=[CH:17][CH:16]=1.C(=O)([O-])[O-].[K+].[K+]>C([O-])(=O)C.[Pd+2].C([O-])(=O)C.CC1C=CC=CC=1P(C1C=CC=CC=1C)C1C=CC=CC=1C.C(COC)OC>[C:15]1([N:21]2[C:33]3[CH:32]=[CH:31][C:30]([C:2]4[CH:3]=[CH:4][C:5]5[NH:6][C:7]6[C:12]([C:13]=5[CH:14]=4)=[CH:11][CH:10]=[CH:9][CH:8]=6)=[CH:29][C:28]=3[C:27]3[C:22]2=[CH:23][CH:24]=[CH:25][CH:26]=3)[CH:20]=[CH:19][CH:18]=[CH:17][CH:16]=1 |f:2.3.4,5.6.7|. Procedure details: A mixed solution of 20.9 g of 3-bromocarbazole, 15.0 g of 9-phenylcarbazole-3-boronic acid, 366 mg of palladium acetate, 300 mg of tris(2-methylphenyl)phosphine, 105 ml of a 2M aqueous potassium carbonate solution and 260 ml of dimethoxyethane was refluxed for 6 hours under a nitrogen flow. The solution was cooled to room temperature, and then extracted with 500 ml of tetrahydrofuran. The organic layer was washed with 100 ml of a saturated saline solution twice, dried over magnesium sulfate, and... The reactants are O=C1CCN(CC1)C1=C(C#N)C=CC=C1 (2-(4-oxo-piperidin-1-yl)-benzonitrile), C(C1=CC=CC=C1)OC(NCC1CCNCC1)=O (Piperidin-4-ylmethyl-carbamic acid benzyl ester), solution, [BH3-]C#N.[Na+] (NaCNBH3), C1CCOC1 (THF). Solvent: C(C)(=O)O (acetic acid), CO (methanol). Conditions: time 24 hour. Product: C(C1=CC=CC=C1)OC(NCC1CCN(CC1)C1CCN(CC1)C1=C(C=CC=C1)C#N)=O ([1'-(2-Cyano-phenyl)-[1,4]bipiperidinyl-4-ylmethyl]-carbamic acid benzyl ester). RXN SMILES: O=[C:2]1[CH2:7][CH2:6][N:5]([C:8]2[CH:15]=[CH:14][CH:13]=[CH:12][C:9]=2[C:10]#[N:11])[CH2:4][CH2:3]1.[CH2:16]([O:23][C:24](=[O:33])[NH:25][CH2:26][CH:27]1[CH2:32][CH2:31][NH:30][CH2:29][CH2:28]1)[C:17]1[CH:22]=[CH:21][CH:20]=[CH:19][CH:18]=1.[BH3-]C#N.[Na+].C1COCC1>CO.C(O)(=O)C>[CH2:16]([O:23][C:24](=[O:33])[NH:25][CH2:26][CH:27]1[CH2:28][CH2:29][N:30]([CH:2]2[CH2:7][CH2:6][N:5]([C:8]3[CH:15]=[CH:14][CH:13]=[CH:12][C:9]=3[C:10]#[N:11])[CH2:4][CH2:3]2)[CH2:31][CH2:32]1)[C:17]1[CH:22]=[CH:21][CH:20]=[CH:19][CH:18]=1 |f:2.3|. Reported procedure: To a solution of 2-(4-oxo-piperidin-1-yl)-benzonitrile (5) (653 mg, 3.26 mmol) and 4 (890 mg, 3.58 mmol) in 40 ml of methanol was added 4 g of powdered 4 Å molecular sieves. The resulting suspension was stirred at room temperature for 24 hours. The suspension was subsequently acidified to pH 5 with acetic acid and a 1M solution of NaCNBH3 in THF (6.0 ml 5.6 mmol) was added slowly with a syringe pump over 24 hours. When the addition was complete, the solvent was removed in vacuo and the residue t... Starting materials: C1(=CC=CC=C1)C(N1N=NN=C1C1=CC(=CC=C1C1=CC=C(C=C1)CBr)F)(C1=CC=CC=C1)C1=CC=CC=C1 (N-triphenylmethyl-5-(4-fluoro-4'-bromomethyl-biphen-2-yl)tetrazole), C(CCC)C=1NC2=CC=C(C=C2C(N1)=O)C(C)C (2-Butyl-6-isopropylquinazolin-4(1H)-one), [H-].[Na+] (NaH), oil. The solvent is CN(C)C=O (DMF), CN(C)C=O (DMF). Conditions: time 30 minute. The product is C(CCC)C1=NC2=CC=C(C=C2C(N1CC1=CC=C(C=C1)C1=C(C=C(C=C1)F)C1=NN=NN1C(C1=CC=CC=C1)(C1=CC=CC=C1)C1=CC=CC=C1)=O)C(C)C (2-Butyl-3-(4'-fluoro-2'-(N-triphenylmethyltetrazol-5-yl)biphen-4-yl)methyl-6-isopropylquinazolin-4(3H)-one). Yield: 56.0%. Reaction SMILES: [CH2:1]([C:5]1[NH:6][C:7]2[C:12]([C:13](=[O:15])[N:14]=1)=[CH:11][C:10]([CH:16]([CH3:18])[CH3:17])=[CH:9][CH:8]=2)[CH2:2][CH2:3][CH3:4].[H-].[Na+].[C:21]1([C:27]([C:54]2[CH:59]=[CH:58][CH:57]=[CH:56][CH:55]=2)([C:48]2[CH:53]=[CH:52][CH:51]=[CH:50][CH:49]=2)[N:28]2[C:32]([C:33]3[C:38]([C:39]4[CH:44]=[CH:43][C:42]([CH2:45]Br)=[CH:41][CH:40]=4)=[CH:37][CH:36]=[C:35]([F:47])[CH:34]=3)=[N:31][N:30]=[N:29]2)[CH:26]=[CH:25][CH:24]=[CH:23][CH:22]=1>CN(C=O)C>[CH2:1]([C:5]1[N:14]([CH2:45][C:42]2[CH:41]=[CH:40][C:39]([C:38]3[CH:37]=[CH:36][C:35]([F:47])=[CH:34][C:33]=3[C:32]3[N:28]([C:27]([C:21]4[CH:26]=[CH:25][CH:24]=[CH:23][CH:22]=4)([C:54]4[CH:55]=[CH:56][CH:57]=[CH:58][CH:59]=4)[C:48]4[CH:53]=[CH:52][CH:51]=[CH:50][CH:49]=4)[N:29]=[N:30][N:31]=3)=[CH:44][CH:43]=2)[C:13](=[O:15])[C:12]2[C:7](=[CH:8][CH:9]=[C:10]([CH:16]([CH3:17])[CH3:18])[CH:11]=2)[N:6]=1)[CH2:2][CH2:3][CH3:4] |f:1.2|. Procedure: To a solution of 2-butyl-6-isopropylquinazolinone (55.6 mg; 0.228 mmol) (Example 8) in dry DMF (1.5 mL) was added NaH, 80% oil dispersion, (11.8 mg; 1.5 eq). The reaction mixture was allowed to stir for 30 min. under N2. To this was added a solution of N-triphenylmethyl-5-(4-fluoro-4'-bromomethyl-biphen-2-yl)tetrazole (crude) in dry DMF (1.5 mL). The reaction was stirred under N2 for 3 hrs. then quenched with saturated NH4Cl solution. The solvent was removed at high vacuum, replaced by EtOAc, an... The reactants are O=C([O-])[O-], Oc1cnc(Cl)cc1I, CCI, [K+], [K+], CN(C)C=O. Product: CCOc1cnc(Cl)cc1I. RXN SMILES: [C:10](=[O:11])([O-:12])[O-:13].[Cl:1][c:2]1[cH:3][c:4]([I:9])[c:5]([OH:8])[cH:6][n:7]1.[I:16][CH2:17][CH3:18].[K+:14].[K+:15].[O:19]=[CH:20][N:21]([CH3:22])[CH3:23]>>[Cl:1][c:2]1[cH:3][c:4]([I:9])[c:5]([O:8][CH2:17][CH3:18])[cH:6][n:7]1. Starting materials: C1CCC2=NCCCN2CC1 (DBU), C1(=CC=C(C=C1)[C@@]1(C[C@@H]2N(C([C@H](CCCCC\C=C/[C@H]3[C@](NC2=O)(C3)C(=O)O)NC(=O)OC(C)(C)C)=O)C1)OC)C1=CC=CC=C1 ((2R,6S,13aS,14aR,16aS,Z)-2-(biphenyl-4-yl)-6-(tert-butoxycarbonylamino)-2-methoxy-5,16-dioxo-1,2,3,5,6,7,8,9,10,11,13a,14,14a,15,16,16a-hexadecahydrocyclopropa[e]pyrrolo[1,2-a][1,4]diazacyclopentadecine-14a-carboxylic acid), C1=CN(C=N1)C(=O)N2C=CN=C2 (CDI), C1(CC1)S(=O)(=O)N (cyclopropanesulfonamide). The solvent is O1CCCC1 (tetrahydrofuran). Conditions: time 18 hour. Product: C1(=CC=C(C=C1)[C@@]1(C[C@@H]2N(C([C@H](CCCCC\C=C/[C@H]3[C@](NC2=O)(C3)C(NS(=O)(=O)C3CC3)=O)NC(OC(C)(C)C)=O)=O)C1)OC)C1=CC=CC=C1 (tert-butyl (2R,6S,13aS,14aR,16aS,Z)-2-(biphenyl-4-yl)-14a-(cyclopropylsulfonylcarbamoyl)-2-methoxy-5,16-dioxo-1,2,3,5,6,7,8,9,10,11,13a,14,14a,15,16,16a-hexadecahydrocyclopropa[e]pyrrolo[1,2-a][1,4]diazacyclopentadecin-6-ylcarbamate). The yield is 25.8%. RXN SMILES: [C:1]1([C:41]2[CH:46]=[CH:45][CH:44]=[CH:43][CH:42]=2)[CH:6]=[CH:5][C:4]([C@@:7]2([O:39][CH3:40])[CH2:38][N:10]3[C:11](=[O:37])[C@@H:12]([NH:29][C:30]([O:32][C:33]([CH3:36])([CH3:35])[CH3:34])=[O:31])[CH2:13][CH2:14][CH2:15][CH2:16][CH2:17][CH:18]=[CH:19][C@@H:20]4[CH2:25][C@@:21]4([C:26](O)=[O:27])[NH:22][C:23](=[O:24])[C@@H:9]3[CH2:8]2)=[CH:3][CH:2]=1.C1N=CN(C(N2C=NC=C2)=O)C=1.[CH:59]1([S:62]([NH2:65])(=[O:64])=[O:63])[CH2:61][CH2:60]1.C1CCN2C(=NCCC2)CC1>O1CCCC1>[C:1]1([C:41]2[CH:42]=[CH:43][CH:44]=[CH:45][CH:46]=2)[CH:6]=[CH:5][C:4]([C@@:7]2([O:39][CH3:40])[CH2:38][N:10]3[C:11](=[O:37])[C@@H:12]([NH:29][C:30](=[O:31])[O:32][C:33]([CH3:35])([CH3:36])[CH3:34])[CH2:13][CH2:14][CH2:15][CH2:16][CH2:17][CH:18]=[CH:19][C@@H:20]4[CH2:25][C@@:21]4([C:26](=[O:27])[NH:65][S:62]([CH:59]4[CH2:61][CH2:60]4)(=[O:64])=[O:63])[NH:22][C:23](=[O:24])[C@@H:9]3[CH2:8]2)=[CH:3][CH:2]=1. Reported procedure: A mixture of (2R,6S,13aS,14aR,16aS,Z)-2-(biphenyl-4-yl)-6-(tert-butoxycarbonylamino)-2-methoxy-5,16-dioxo-1,2,3,5,6,7,8,9,10,11,13a,14,14a,15,16,16a-hexadecahydrocyclopropa[e]pyrrolo[1,2-a][1,4]diazacyclopentadecine-14a-carboxylic acid (50 mg, 0.079 mmol) and CDI (755 mg, 4.66 mmol) in tetrahydrofuran (5 mL) was heated at reflux for 1 h. It was then cooled to rt, and then cyclopropanesulfonamide (11.51 mg, 0.095 mmol) was added, followed by DBU (0.042 mL, 0.277 mmol). This reaction mixture was s...